Dataset: the Open Reaction Database (ORD), a public repository of structured organic reaction records. Task: describe an organic reaction: reactants, conditions, products, and yield Starting materials: CN1C(=O)NC=2N=CN(C2C1=O)C (1,7-dimethyl-xanthine), BrCCCCC=C (6-bromo-hex-1-ene). Product: CN1C(=O)N(C=2N=CN(C2C1=O)C)CCCCC=C (1,7-Dimethyl-3-(hex-5-enyl)-xanthine). Reaction SMILES: [CH3:1][N:2]1[C:11](=[O:12])[C:10]2[N:9]([CH3:13])[CH:8]=[N:7][C:6]=2[NH:5][C:3]1=[O:4].Br[CH2:15][CH2:16][CH2:17][CH2:18][CH:19]=[CH2:20]>>[CH3:1][N:2]1[C:11](=[O:12])[C:10]2[N:9]([CH3:13])[CH:8]=[N:7][C:6]=2[N:5]([CH2:20][CH2:19][CH2:18][CH2:17][CH:16]=[CH2:15])[C:3]1=[O:4]. Procedure: is prepared analogously to Example 6 from 1,7-dimethyl-xanthine and 6-bromo-hex-1-ene. The reactants are COC(=O)[C@@H]1CC[C@H](CC1)C(NC(C1=CC=C2C=CC(=NC2=C1)C1=CC=CC=C1)C1=NC=CN=C1Cl)=O (trans-4-{[(3-chloropyrazin-2-yl)-(2-phenyl-quinolin-7-yl)-methyl]-carbamoyl}-cyclohexanecarboxylic acid methyl ester), O=P(Cl)(Cl)Cl (POCl3). Run in C(Cl)Cl (CH2Cl2). Run at temperature 80 celsius, time 72 hour. Product: COC(=O)[C@@H]1CC[C@H](CC1)C1=NC(=C2N1C=CN=C2Cl)C2=CC=C1C=CC(=NC1=C2)C2=CC=CC=C2 (trans-4-[8-Chloro-1-(2-phenylquinolin-7-yl)-imidazo[1,5-a]pyrazin-3-yl]-cyclohexanecarboxylic acid methyl ester). As a reaction SMILES: [CH3:1][O:2][C:3]([C@H:5]1[CH2:10][CH2:9][C@H:8]([C:11](=O)[NH:12][CH:13]([C:30]2[C:35]([Cl:36])=[N:34][CH:33]=[CH:32][N:31]=2)[C:14]2[CH:23]=[C:22]3[C:17]([CH:18]=[CH:19][C:20]([C:24]4[CH:29]=[CH:28][CH:27]=[CH:26][CH:25]=4)=[N:21]3)=[CH:16][CH:15]=2)[CH2:7][CH2:6]1)=[O:4].O=P(Cl)(Cl)Cl>C(Cl)Cl>[CH3:1][O:2][C:3]([C@H:5]1[CH2:10][CH2:9][C@H:8]([C:11]2[N:31]3[CH:32]=[CH:33][N:34]=[C:35]([Cl:36])[C:30]3=[C:13]([C:14]3[CH:23]=[C:22]4[C:17]([CH:18]=[CH:19][C:20]([C:24]5[CH:29]=[CH:28][CH:27]=[CH:26][CH:25]=5)=[N:21]4)=[CH:16][CH:15]=3)[N:12]=2)[CH2:7][CH2:6]1)=[O:4]. Procedure details: A CH2Cl2 solution (2 mL) of trans-4-{[(3-chloropyrazin-2-yl)-(2-phenyl-quinolin-7-yl)-methyl]-carbamoyl}-cyclohexanecarboxylic acid methyl ester (2.3 g, 4.5 mmol) in a round bottom flask equipped with a condenser was charged with POCl3 (15 mL) and stirred at 80° C. for 72 h. The reaction mixture was concentrated in vacuo to a foam, cooled to 0° C., and charged with cold 2M NH3 in isopropanol to basic pH. The mixture was concentrated in vacuo to solids and partitioned between EtOAc and water. The... The reactants are CC(C)(C)c1cccc(C(C)(C)C)n1, CCI, ClCCl, O=C(c1cccc2ccccc12)N1CC(CO)C(CN2CCC(c3ccc(F)cc3)CC2)C1. Product: CCOCC1CN(C(=O)c2cccc3ccccc23)CC1CN1CCC(c2ccc(F)cc2)CC1. As a reaction SMILES: [C:34]([CH3:35])([c:36]1[cH:37][cH:38][cH:39][c:40]([C:41]([CH3:42])([CH3:43])[CH3:44])[n:45]1)([CH3:46])[CH3:47].[CH2:48]([I:49])[CH3:50].[Cl:51][CH2:52][Cl:53].[c:1]1([C:11](=[O:12])[N:13]2[CH2:14][CH:15]([CH2:20][N:21]3[CH2:22][CH2:23][CH:24]([c:27]4[cH:28][cH:29][c:30]([F:33])[cH:31][cH:32]4)[CH2:25][CH2:26]3)[CH:16]([CH2:18][OH:19])[CH2:17]2)[cH:2][cH:3][cH:4][c:5]2[cH:6][cH:7][cH:8][cH:9][c:10]12>>[c:1]1([C:11](=[O:12])[N:13]2[CH2:14][CH:15]([CH2:20][N:21]3[CH2:22][CH2:23][CH:24]([c:27]4[cH:28][cH:29][c:30]([F:33])[cH:31][cH:32]4)[CH2:25][CH2:26]3)[CH:16]([CH2:18][O:19][CH2:34][CH3:35])[CH2:17]2)[cH:2][cH:3][cH:4][c:5]2[cH:6][cH:7][cH:8][cH:9][c:10]12. Reactants: COC(=O)C=1N=CC2=CC(=CC=C2C1O)OC1=CC=CC=C1 (4-hydroxy-7-phenoxy-isoquinoline-3-carboxylic acid methyl ester), COC(=O)C1(CCOCC1)CN (4-aminomethyl-tetrahydro-pyran-4-carboxylic acid methyl ester). Solvent: CO (MeOH). Yields the product COC(=O)C1(CCOCC1)CNC(=O)C=1N=CC2=CC(=CC=C2C1O)OC1=CC=CC=C1 (4-{[(4-Hydroxy-7-phenoxy-isoquinoline-3-carbonyl)-amino]-methyl}-tetrahydro-pyran-4-carboxylic acid methyl ester). Reaction SMILES: CO[C:3]([C:5]1[N:6]=[CH:7][C:8]2[C:13]([C:14]=1[OH:15])=[CH:12][CH:11]=[C:10]([O:16][C:17]1[CH:22]=[CH:21][CH:20]=[CH:19][CH:18]=1)[CH:9]=2)=[O:4].[CH3:23][O:24][C:25]([C:27]1([CH2:33][NH2:34])[CH2:32][CH2:31][O:30][CH2:29][CH2:28]1)=[O:26]>CO>[CH3:23][O:24][C:25]([C:27]1([CH2:33][NH:34][C:3]([C:5]2[N:6]=[CH:7][C:8]3[C:13]([C:14]=2[OH:15])=[CH:12][CH:11]=[C:10]([O:16][C:17]2[CH:18]=[CH:19][CH:20]=[CH:21][CH:22]=2)[CH:9]=3)=[O:4])[CH2:32][CH2:31][O:30][CH2:29][CH2:28]1)=[O:26]. Reported procedure: After a mixture of 4-hydroxy-7-phenoxy-isoquinoline-3-carboxylic acid methyl ester (121 mg), 4-aminomethyl-tetrahydro-pyran-4-carboxylic acid methyl ester (177 mg; commercially available) in MeOH (3 mL) was microwaved at 150° C. for 650 min; cooled, concentrated, the residue was partitioned between EtOAc and diluted HCl solution, EtOAc phase was washed with water and diluted NaCl solution, dried over anhydrous sodium sulfate, filtered, concentrated and column purified to give product (48 mg). LC... Reactants: [BH4-].[Na+] (NaBH4), C(C1=CC=CC=C1)N([C@H](C(=O)OCC)C(CC)=O)CC1=CC=CC=C1 (ethyl (2S*)-2-(dibenzylamino)-3-oxo-pentanoate), [NH4+].[Cl-] (NH4Cl). The solvent is CCO (EtOH), O (H2O). Product: C(C1=CC=CC=C1)N([C@H](C(=O)OCC)[C@@H](CC)O)CC1=CC=CC=C1 (ethyl (2S*,3R*)-2-(dibenzylamino)-3-hydroxy-pentanoate). Isolated yield 54.9%. RXN SMILES: [CH2:1]([N:8]([CH2:19][C:20]1[CH:25]=[CH:24][CH:23]=[CH:22][CH:21]=1)[C@@H:9]([C:15](=[O:18])[CH2:16][CH3:17])[C:10]([O:12][CH2:13][CH3:14])=[O:11])[C:2]1[CH:7]=[CH:6][CH:5]=[CH:4][CH:3]=1.[NH4+].[Cl-].[BH4-].[Na+]>CCO.O>[CH2:19]([N:8]([CH2:1][C:2]1[CH:3]=[CH:4][CH:5]=[CH:6][CH:7]=1)[C@@H:9]([C@H:15]([OH:18])[CH2:16][CH3:17])[C:10]([O:12][CH2:13][CH3:14])=[O:11])[C:20]1[CH:21]=[CH:22][CH:23]=[CH:24][CH:25]=1 |f:1.2,3.4|. Procedure: To a stirred solution of ethyl (2S*)-2-(dibenzylamino)-3-oxo-pentanoate [prepared as for example 47, step 1] (0.6 g, 1.76 mmol) in EtOH (30 mL), at rt, a solution of NH4Cl (1.89 g, 35.29 mmol) in H2O (8.0 mL) was added. NaBH4 (0.667 g, 17.6 mmol) was then added in small portions. After 1 h from the last addition, the reaction was quenched with H2O and the solvent evaporated. The crude mixture was taken up with H2O and CH2Cl2 and pH corrected to 9 with 20% NH4OH aqueous solution. After extraction...